Dataset: the Open Reaction Database (ORD), a public repository of structured organic reaction records. Task: describe an organic reaction: reactants, conditions, products, and yield Starting materials: ClC1=C2NC=NC2=NC=N1 (6-chloropurine), NC1CC2=CC=CC=C2C1 (2-aminoindan). Solvent: C(C)O (ethanol). Yields the product C1C(CC2=CC=CC=C12)NC1=C2NC=NC2=NC=N1 (6-(2-Indanylamino)purine). The yield is 40.0%. As a reaction SMILES: Cl[C:2]1[N:10]=[CH:9][N:8]=[C:7]2[C:3]=1[NH:4][CH:5]=[N:6]2.[NH2:11][CH:12]1[CH2:20][C:19]2[C:14](=[CH:15][CH:16]=[CH:17][CH:18]=2)[CH2:13]1>C(O)C>[CH2:13]1[C:14]2[C:19](=[CH:18][CH:17]=[CH:16][CH:15]=2)[CH2:20][CH:12]1[NH:11][C:2]1[N:10]=[CH:9][N:8]=[C:7]2[C:3]=1[NH:4][CH:5]=[N:6]2. Procedure details: Using 6-chloropurine (150 mg, 1.0 mmol), 2-aminoindan (200 mg, 1.5 mmol), and ethanol (6 ml), a similar procedure to Production Example 190 was carried out. The precipitate obtained was crystallized from ethanol to obtain the title compound (100 mg, 0.40 mmol) having the following physical properties: Reactants: C(C)OC(COC(CN(CC1=CC=CC=C1)CC1=CC=CC=C1)(C)C)=O ((2-dibenzylamino-1,1-dimethyl-ethoxy)-acetic acid ethyl ester). The reagents and catalysts are [OH-].[OH-].[Pd+2] (Pd(OH)2). Run in CCO (EtOH). The product is CC1(OCC(NC1)=O)C (6,6-dimethyl-morpholin-3-one). Isolated yield 60.0%. As a reaction SMILES: C([O:3][C:4](=O)[CH2:5][O:6][C:7]([CH3:25])([CH3:24])[CH2:8][N:9](CC1C=CC=CC=1)CC1C=CC=CC=1)C>CCO.[OH-].[OH-].[Pd+2]>[CH3:24][C:7]1([CH3:25])[CH2:8][NH:9][C:4](=[O:3])[CH2:5][O:6]1 |f:2.3.4|. Procedure details: (2-Dibenzylamino-1,1-dimethyl-ethoxy)-acetic acid ethyl ester (Example 172, step 1) was hydrogenated in EtOH with Pd(OH)2 for 16 hours at 60° C. The desired 6,6-dimethyl-morpholin-3-one (585 mg, 60% purity, quant.) was obtained as a colorless liquid, MS: m/e=129 (M+H+) and used in the next step without further purification. Reactants: O1CCC(CC1)=O (Tetrahydropyran-4-on), BrC=1C=C(C=C(C1)C)C (5-bromo-m-xylene), O (Water). Solvent: C1CCOC1 (THF), C(CCC)[Li] (n-butyl lithium), C(C)(=O)OCC (ethyl acetate). Reaction conditions: time 1 hour. The product is OC1(CCOCC1)C1=CC(=CC(=C1)C)C (4-hydroxy-4-(3,5-dimethylphenyl)tetrahydro-2H-pyran). Yield: 63.1%. Reaction SMILES: Br[C:2]1[CH:3]=[C:4]([CH3:9])[CH:5]=[C:6]([CH3:8])[CH:7]=1.[O:10]1[CH2:15][CH2:14][C:13](=[O:16])[CH2:12][CH2:11]1.O>C1COCC1.C([Li])CCC.C(OCC)(=O)C>[OH:16][C:13]1([C:2]2[CH:3]=[C:4]([CH3:9])[CH:5]=[C:6]([CH3:8])[CH:7]=2)[CH2:14][CH2:15][O:10][CH2:11][CH2:12]1. Procedure details: Under an atmosphere of argon, to a solution of 5-bromo-m-xylene (5.55 g) in THF (60 mL), n-butyl lithium (17.8 mL) was added at −78° C. The mixture was stirred for 1 hour. Tetrahydropyran-4-on (2.0 g) was added to the reaction mixture, and the mixture was stirred for 3 hours. Water was added to the reaction mixture, and the solution was diluted with ethyl acetate. The organic layer was washed with water and a saturated aqueous solution of sodium chloride, dried over magnesium sulfate and concent...